Dataset: the Open Reaction Database (ORD), a public repository of structured organic reaction records. Task: describe an organic reaction: reactants, conditions, products, and yield The reactants are IC1=CC=C(OCCNCCCCCCCCCCCC)C=C1 (N-2-[4-iodophenoxy]ethyldodecylamine), C(C=C)(=O)OCC (ethyl acrylate). Run in C(C)O (ethanol). The product is C(CCCCCCCCCCC)N(CCOC1=CC=C(C=C1)I)CCC(=O)OCC (3-[N-Dodecyl-N-[2-[4-iodophenoxy]ethyl]amino]propanoic Acid, Ethyl Ester). Isolated yield 85.9%. RXN SMILES: [I:1][C:2]1[CH:23]=[CH:22][C:5]([O:6][CH2:7][CH2:8][NH:9][CH2:10][CH2:11][CH2:12][CH2:13][CH2:14][CH2:15][CH2:16][CH2:17][CH2:18][CH2:19][CH2:20][CH3:21])=[CH:4][CH:3]=1.[C:24]([O:28][CH2:29][CH3:30])(=[O:27])[CH:25]=[CH2:26]>C(O)C>[CH2:10]([N:9]([CH2:26][CH2:25][C:24]([O:28][CH2:29][CH3:30])=[O:27])[CH2:8][CH2:7][O:6][C:5]1[CH:22]=[CH:23][C:2]([I:1])=[CH:3][CH:4]=1)[CH2:11][CH2:12][CH2:13][CH2:14][CH2:15][CH2:16][CH2:17][CH2:18][CH2:19][CH2:20][CH3:21]. Procedure: A mixture of N-2-[4-iodophenoxy]ethyldodecylamine (1.0 g, 2.3 mmol), ethyl acrylate (1.2 g, 12 mmol) and ethanol (3 ml) was stirred and refluxed for 6 h, and then concentrated in vacuo . The residue was chromatographed on silica gel (hexane/ethyl acetate 8:1) to afford the title compound (1.05 g, 86%) as a colorless oil. Reactants: BrC=1C=CC=2N3C4=C(C=C(C=C4C2C1)OCC(=O)OCC)C(C(=C3)C)=O (10-bromo-2-ethoxycarbonylmethyloxy-5-methyl-4H-pyrido [3,2,1-jk]carbazole-4-one), C(C)O (ethanol), [OH-].[Na+] (sodium hydroxide). The solvent is C(Cl)Cl (methylene chloride). Run at time 90 minute. Yields the product BrC=1C=CC=2N3C4=C(C=C(C=C4C2C1)OCC(=O)O)C(C(=C3)C)=O (10-bromo-2-carboxymethyloxy-5-methyl-4H-pyrido [3,2,1-jk]carbazole-4-one). Yield: 91.2%. Reaction SMILES: [Br:1][C:2]1[CH:3]=[CH:4][C:5]2[N:6]3[CH:24]=[C:23]([CH3:25])[C:22](=[O:26])[C:8]4[CH:9]=[C:10]([O:15][CH2:16][C:17]([O:19]CC)=[O:18])[CH:11]=[C:12]([C:13]=2[CH:14]=1)[C:7]3=4.C(O)C.[OH-].[Na+]>C(Cl)Cl>[Br:1][C:2]1[CH:3]=[CH:4][C:5]2[N:6]3[CH:24]=[C:23]([CH3:25])[C:22](=[O:26])[C:8]4[CH:9]=[C:10]([O:15][CH2:16][C:17]([OH:19])=[O:18])[CH:11]=[C:12]([C:13]=2[CH:14]=1)[C:7]3=4 |f:2.3|. Procedure details: 10-bromo-2-ethoxycarbonylmethyloxy-5-methyl-4H-pyrido [3,2,1-jk]carbazole-4-one (200 mg) obtained in Example 52 was suspended in a mixed solution of ethanol (10 ml) and methylene chloride (10 ml), and IN aqueous solution of sodium hydroxide (1 ml) was added to the suspension. The mixture was stirred at room temperature for 90 minutes, and the solvent was evaporated under reduced pressure. To the residue was added water and 1N hydrochloric acid to pH 1, and the crystals precipitated were recovere... The reactants are ClC=1C=C(C(=O)N(C)C)C=CC1NC=1N=C(C2=C(N1)N(C=C2C2=CC(=C(C=C2)N)N)COCC[Si](C)(C)C)OC (3-Chloro-4-(5-(3,4-diaminophenyl)-4-methoxy-7-((2-(trimethylsilyl)ethoxy)methyl)-7H-pyrrolo[2,3-d]pyrimidin-2-ylamino)-N,N-dimethylbenzamide), C(C)(=O)O (acetic acid). Reaction conditions: temperature 115 celsius, time 3 hour. The product is ClC=1C=C(C(=O)N(C)C)C=CC1NC=1N=C(C2=C(N1)N(C=C2C2=CC1=C(NC(=N1)C)C=C2)COCC[Si](C)(C)C)OC (3-Chloro-4-(4-methoxy-5-(2-methyl-1H-benzo[d]imidazol-5-yl)-7-((2-(trimethylsilyl)ethoxy)methyl)-7H-pyrrolo[2,3-d]pyrimidin-2-ylamino)-N,N-dimethylbenzamide). Yield: 73.0%. Reaction SMILES: [Cl:1][C:2]1[CH:3]=[C:4]([CH:10]=[CH:11][C:12]=1[NH:13][C:14]1[N:15]=[C:16]([O:39][CH3:40])[C:17]2[C:22]([C:23]3[CH:28]=[CH:27][C:26]([NH2:29])=[C:25]([NH2:30])[CH:24]=3)=[CH:21][N:20]([CH2:31][O:32][CH2:33][CH2:34][Si:35]([CH3:38])([CH3:37])[CH3:36])[C:18]=2[N:19]=1)[C:5]([N:7]([CH3:9])[CH3:8])=[O:6].[C:41](O)(=O)[CH3:42]>>[Cl:1][C:2]1[CH:3]=[C:4]([CH:10]=[CH:11][C:12]=1[NH:13][C:14]1[N:15]=[C:16]([O:39][CH3:40])[C:17]2[C:22]([C:23]3[CH:28]=[CH:27][C:26]4[NH:29][C:41]([CH3:42])=[N:30][C:25]=4[CH:24]=3)=[CH:21][N:20]([CH2:31][O:32][CH2:33][CH2:34][Si:35]([CH3:37])([CH3:36])[CH3:38])[C:18]=2[N:19]=1)[C:5]([N:7]([CH3:9])[CH3:8])=[O:6]. Procedure details: 3-Chloro-4-(5-(3,4-diaminophenyl)-4-methoxy-7-((2-(trimethylsilyl)ethoxy)methyl)-7H-pyrrolo[2,3-d]pyrimidin-2-ylamino)-N,N-dimethylbenzamide (1 equiv) was dissolved in acetic acid (40 equiv) and stirred at 115° C. for 3 h. After the reaction was complete, the solvent was removed under high vacuum. The residue was purified by silica gel column chromatography (10% ethyl acetate in petroleum ether) to afford the title compound (73% yield). MS (ESI) m/z 606.2[M+1]+.